This data is from the Open Reaction Database (ORD), a public repository of structured organic reaction records. The task is: describe an organic reaction: reactants, conditions, products, and yield The reactants are CC=Cc1cc(C(=O)OC)ccc1N1CCN(C(=O)OC(C)(C)C)CC1, CO, Cl, [Na+], [OH-]. Yields the product CC=Cc1cc(C(=O)O)ccc1N1CCN(C(=O)OC(C)(C)C)CC1. Reaction SMILES: [CH3:1][O:2][C:3](=[O:4])[c:5]1[cH:6][c:7]([CH:24]=[CH:25][CH3:26])[c:8]([N:11]2[CH2:12][CH2:13][N:14]([C:17](=[O:18])[O:19][C:20]([CH3:21])([CH3:22])[CH3:23])[CH2:15][CH2:16]2)[cH:9][cH:10]1.[CH3:30][OH:31].[ClH:29].[Na+:28].[OH-:27]>>[O:2]=[C:3]([OH:4])[c:5]1[cH:6][c:7]([CH:24]=[CH:25][CH3:26])[c:8]([N:11]2[CH2:12][CH2:13][N:14]([C:17](=[O:18])[O:19][C:20]([CH3:21])([CH3:22])[CH3:23])[CH2:15][CH2:16]2)[cH:9][cH:10]1. Reaction SMILES: [CH3:35][OH:36].[Cl:2][c:3]1[cH:4][c:5]([NH:10][c:11]2[n:12][cH:13][n:14][c:15]3[cH:16][c:17]([O:24][CH2:25][CH2:26][CH2:27][O:28][CH:29]4[CH2:30][CH2:31][CH2:32][CH2:33][O:34]4)[c:18]([N+:21](=[O:22])[O-:23])[cH:19][c:20]23)[cH:6][cH:7][c:8]1[F:9].[ClH:1]>>[Cl:2][c:3]1[cH:4][c:5]([NH:10][c:11]2[n:12][cH:13][n:14][c:15]3[cH:16][c:17]([O:24][CH2:25][CH2:26][CH2:27][OH:28])[c:18]([N+:21](=[O:22])[O-:23])[cH:19][c:20]23)[cH:6][cH:7][c:8]1[F:9]. Starting materials: CO, O=[N+]([O-])c1cc2c(Nc3ccc(F)c(Cl)c3)ncnc2cc1OCCCOC1CCCCO1, Cl. The product is O=[N+]([O-])c1cc2c(Nc3ccc(F)c(Cl)c3)ncnc2cc1OCCCO.